Dataset: the Open Reaction Database (ORD), a public repository of structured organic reaction records. Task: describe an organic reaction: reactants, conditions, products, and yield The reactants are CCOC(=O)CBr, O=C([O-])[O-], CC(C)=O, [K+], [K+], CCCc1c(O)ccc(C(C)=O)c1O. Yields the product CCCc1c(OCC(=O)OCC)ccc(C(C)=O)c1O. RXN SMILES: [Br:15][CH2:16][C:17](=[O:18])[O:19][CH2:20][CH3:21].[C:22](=[O:23])([O-:24])[O-:25].[CH3:28][C:29](=[O:30])[CH3:31].[K+:26].[K+:27].[OH:1][c:2]1[c:3]([C:12]([CH3:13])=[O:14])[cH:4][cH:5][c:6]([OH:11])[c:7]1[CH2:8][CH2:9][CH3:10]>>[OH:1][c:2]1[c:3]([C:12]([CH3:13])=[O:14])[cH:4][cH:5][c:6]([O:11][CH2:16][C:17](=[O:18])[O:19][CH2:20][CH3:21])[c:7]1[CH2:8][CH2:9][CH3:10]. The reactants are N1=C(C=CC=C1C)C (2,6-lutidine), NC=1C(=C2C(=NC1)N(C=C2)S(=O)(=O)C2=CC=CC=C2)N[C@@H]2CC[C@H](CC2)O (Trans 4-(5-amino-1-benzenesulfonyl-1H-pyrrolo[2,3-b]pyridin-4-ylamino)-cyclohexanol), O(S(=O)(=O)C(F)(F)F)[Si](C)(C)C(C)(C)C (tert-butyldimethylsilyl triflate). Solvent: C(Cl)Cl (DCM). Conditions: temperature 0 celsius, time 16 hour. The product is C1(=CC=CC=C1)S(=O)(=O)N1C=CC=2C1=NC=C(C2N[C@@H]2CC[C@H](CC2)O[Si](C)(C)C(C)(C)C)N (trans 1-benzenesulfonyl-N*4*-[4-(tert-butyl-dimethyl-silanyloxy)-cyclohexyl]-1H-pyrrolo[2,3-b]pyridine-4,5-diamine). Yield: 47.5%. Reaction SMILES: [NH2:1][C:2]1[C:3]([NH:20][C@H:21]2[CH2:26][CH2:25][C@H:24]([OH:27])[CH2:23][CH2:22]2)=[C:4]2[CH:10]=[CH:9][N:8]([S:11]([C:14]3[CH:19]=[CH:18][CH:17]=[CH:16][CH:15]=3)(=[O:13])=[O:12])[C:5]2=[N:6][CH:7]=1.N1C(C)=CC=CC=1C.O([Si:44]([C:47]([CH3:50])([CH3:49])[CH3:48])([CH3:46])[CH3:45])S(C(F)(F)F)(=O)=O>C(Cl)Cl>[C:14]1([S:11]([N:8]2[C:5]3=[N:6][CH:7]=[C:2]([NH2:1])[C:3]([NH:20][C@H:21]4[CH2:22][CH2:23][C@H:24]([O:27][Si:44]([C:47]([CH3:50])([CH3:49])[CH3:48])([CH3:46])[CH3:45])[CH2:25][CH2:26]4)=[C:4]3[CH:10]=[CH:9]2)(=[O:13])=[O:12])[CH:15]=[CH:16][CH:17]=[CH:18][CH:19]=1. Procedure details: Trans 4-(5-amino-1-benzenesulfonyl-1H-pyrrolo[2,3-b]pyridin-4-ylamino)-cyclohexanol (5.00 g, 13.0 mmol) was dissolved in DCM (50 mL) and 2,6-lutidine (6.0 mL, 51.8 mmol) was added. The mixture was cooled to 0° C. and tert-butyldimethylsilyl triflate (8.90 mL, 38.9 mmol) was added dropwise. The mixture was allowed to return to room temperature and stirred for 16 h. The mixture was concentrated under vacuum, then the residue was dissolved in methanol (10 mL). This mixture was stirred at room tempe...